The task is: describe an organic reaction: reactants, conditions, products, and yield. This data is from the Open Reaction Database (ORD), a public repository of structured organic reaction records. The reactants are CC(C)O, CCCN(CC(O)c1cccc(OC)c1)C(=O)CCl, [K+], [OH-], O. Yields the product CCCN1CC(c2cccc(OC)c2)OCC1=O. RXN SMILES: [CH:3]([OH:4])([CH3:5])[CH3:6].[Cl:7][CH2:8][C:9](=[O:10])[N:11]([CH2:12][CH2:13][CH3:14])[CH2:15][CH:16]([c:17]1[cH:18][c:19]([O:23][CH3:24])[cH:20][cH:21][cH:22]1)[OH:25].[K+:2].[OH-:1].[OH2:26]>>[CH2:8]1[C:9](=[O:10])[N:11]([CH2:12][CH2:13][CH3:14])[CH2:15][CH:16]([c:17]2[cH:18][c:19]([O:23][CH3:24])[cH:20][cH:21][cH:22]2)[O:25]1. Reactants: CS(=O)CC(CCCCCCCCCCCCCCC)=O (1-methylsulphinylheptadecan-2-one), O (water), S(=O)(=O)([O-])S(=O)(=O)[O-].[Na+].[Na+] (sodium metabisulphate). Run in O1CCOCC1 (dioxan). Product: CSCC(CCCCCCCCCCCCCCC)=O (1-methylthioheptadecan-2-one). Yield: 60.0%. As a reaction SMILES: [CH3:1][S:2]([CH2:4][C:5](=[O:21])[CH2:6][CH2:7][CH2:8][CH2:9][CH2:10][CH2:11][CH2:12][CH2:13][CH2:14][CH2:15][CH2:16][CH2:17][CH2:18][CH2:19][CH3:20])=O.O.S(S([O-])(=O)=O)([O-])(=O)=O.[Na+].[Na+]>O1CCOCC1>[CH3:1][S:2][CH2:4][C:5](=[O:21])[CH2:6][CH2:7][CH2:8][CH2:9][CH2:10][CH2:11][CH2:12][CH2:13][CH2:14][CH2:15][CH2:16][CH2:17][CH2:18][CH2:19][CH3:20] |f:2.3.4|. Procedure details: A stirred mixture of 1-methylsulphinylheptadecan-2-one (10 g), water (100 ml), sodium metabisulphate (50 g) and dioxan (50 ml) was heated on a steam bath for 18 hours. The mixture was cooled to room temperature and extracted with diethyl ether (2×100 ml). The ether extract was dried over magnesium sulphate and was evaporated to give 1-methylthioheptadecan-2-one (5.7 g) as a white solid, m.p. 38°-40° C. Reactants: [Li+].[OH-] (LiOH), ClC1=C(NC(=C1)C(=O)NC1CC1)C(=O)OC (methyl 3-chloro-5-[(cyclopropylamino)carbonyl]-1H-pyrrole-2-carboxylate). The solvent is C1CCOC1 (THF), CO (methanol). Run at time 8 hour. Yields the product ClC1=C(NC(=C1)C(=O)NC1CC1)C(=O)O (3-Chloro-5-[(cyclopropylamino)carbonyl]-1H-pyrrole-2-carboxylic acid). Isolated yield 77.0%. Reaction SMILES: [Li+].[OH-].[Cl:3][C:4]1[CH:8]=[C:7]([C:9]([NH:11][CH:12]2[CH2:14][CH2:13]2)=[O:10])[NH:6][C:5]=1[C:15]([O:17]C)=[O:16]>C1COCC1.CO>[Cl:3][C:4]1[CH:8]=[C:7]([C:9]([NH:11][CH:12]2[CH2:13][CH2:14]2)=[O:10])[NH:6][C:5]=1[C:15]([OH:17])=[O:16] |f:0.1|. Reported procedure: LiOH (1 N in water, 2 mL, 2 mmol) was added to a solution of methyl 3-chloro-5-[(cyclopropylamino)carbonyl]-1H-pyrrole-2-carboxylate (0.0992 g, 0.409 mmol) in THF (2 mL) and methanol (2 mL) and the solution was stirred at RT overnight. The reaction mixture was evaporated to a residue and partitioned between EtOAc and 1 N HCl. The organic layer was separated, dried over MgSO4 and evaporated to a solid to afford the title compound (0.072 g, 77%) as a white solid. 1H NMR (400 MHz, DMSO-d6) δ ppm 13...